This data is from the Open Reaction Database (ORD), a public repository of structured organic reaction records. The task is: describe an organic reaction: reactants, conditions, products, and yield Reactants: Cl (hydrochloric acid), C(C)(C)(C)OC(NCCCCN1C(=NC=2C=NC=3C=C(C=CC3C21)Br)COCC)=O (tert-butyl[4-(7-bromo-2-ethoxymethyl-1H-imidazo[4,5-c]quinolin-1-yl)butyl]carbamate). Solvent: C(C)O (ethanol). Yields the product BrC=1C=CC=2C3=C(C=NC2C1)N=C(N3CCCCN)COCC (4-(7-bromo-2-ethoxymethyl-1H-imidazo[4,5-c]quinolin-1-yl)butylamine). The yield is 93.9%. Reaction SMILES: Cl.C(OC(=O)[NH:8][CH2:9][CH2:10][CH2:11][CH2:12][N:13]1[C:25]2[C:24]3[CH:23]=[CH:22][C:21]([Br:26])=[CH:20][C:19]=3[N:18]=[CH:17][C:16]=2[N:15]=[C:14]1[CH2:27][O:28][CH2:29][CH3:30])(C)(C)C>C(O)C>[Br:26][C:21]1[CH:22]=[CH:23][C:24]2[C:25]3[N:13]([CH2:12][CH2:11][CH2:10][CH2:9][NH2:8])[C:14]([CH2:27][O:28][CH2:29][CH3:30])=[N:15][C:16]=3[CH:17]=[N:18][C:19]=2[CH:20]=1. Reported procedure: Concentrated hydrochloric acid (15.6 mL, 0.194 mol) was added to a solution of tert-butyl[4-(7-bromo-2-ethoxymethyl-1H-imidazo[4,5-c]quinolin-1-yl)butyl]carbamate (23.2 g, 48 mmol) in ethanol, and the reaction was heated at reflux for 20 minutes. A precipitate formed, and the reaction was allowed to cool to ambient temperature overnight. The solid was isolated by filtration, washed with ethanol, and dissolved in water. The solution was washed with dichloromethane and then made basic with the add... Reactants: BrC1=CC(=C(C(=C1)OC)O)OC (4-bromo-2,6-dimethoxyphenol), C1(=CC=CC=C1)B(O)O (phenylboronic acid), TEA, cupric acetate, C(Cl)Cl (DCM). The product is BrC=1C=C(C(=C(C1)OC)OC1=CC=CC=C1)OC (5-Bromo-1,3-dimethoxy-2-phenoxybenzene). Reaction SMILES: [Br:1][C:2]1[CH:7]=[C:6]([O:8][CH3:9])[C:5]([OH:10])=[C:4]([O:11][CH3:12])[CH:3]=1.[C:13]1(B(O)O)[CH:18]=[CH:17][CH:16]=[CH:15][CH:14]=1.C(Cl)Cl>>[Br:1][C:2]1[CH:3]=[C:4]([O:11][CH3:12])[C:5]([O:10][C:13]2[CH:18]=[CH:17][CH:16]=[CH:15][CH:14]=2)=[C:6]([O:8][CH3:9])[CH:7]=1. Run at time 48 hour. Procedure: 4-bromo-2,6-dimethoxyphenol (500 mg, 0.002 mol), phenylboronic acid (0.65 g, 0.0054 mol), TEA (1.8 mL, 0.013 mol), cupric acetate (0.62 g, 0.0034 mol) and DCM (30 mL, 0.4 mol) were added to a 100 mL oven dried flask and the reaction was stirred at rt for 48 h. Reaction mixture was then filtered through celite. The filtrate was concentrated in vacuo to give a residue which was purified by silica gel chromatography, eluting with 5% EtOAc in hexane. 1H NMR (400 MHz, CDCl3): δ=3.77 (s, 6H), 6.82 (s,... Reactants: C(C1=CC=CC=C1)[C@@H]1N(C(OC1)=O)C([C@@H](C)C1=CC=C(C=C1)OC)=O ((2S, 4S)-4-benzyl-3-(1-oxo-2-(4-methoxy-phenyl)-propyl)-2-oxazolidinone), [O-]O.[Li+] (lithium hydroperoxide), peroxide, O[Li].O (LiOH.H2O), OO (H2O2). Solvent: C1CCOC1 (THF), O (H2O), O (H2O), C(C)(=O)OCC (ethyl acetate). Yields the product COC1=CC=C(C=C1)[C@@H](C(=O)O)C ((2S)-2-(4-methoxy-phenyl)-propanoic acid). Yield: 100.0%. RXN SMILES: C([C@H]1COC(=O)N1[C:14](=[O:25])[C@H:15]([C:17]1[CH:22]=[CH:21][C:20]([O:23][CH3:24])=[CH:19][CH:18]=1)[CH3:16])C1C=CC=CC=1.[O-:26]O.[Li+].O[Li].O.OO>C1COCC1.O.C(OCC)(=O)C>[CH3:24][O:23][C:20]1[CH:19]=[CH:18][C:17]([C@H:15]([CH3:16])[C:14]([OH:25])=[O:26])=[CH:22][CH:21]=1 |f:1.2,3.4|. Procedure details: To a mechanically stirred solution of the above amide (27) (56.2 g) in THF (750 mL) and H2O (250 mL) at 0° C. was added a solution of lithium hydroperoxide prepared by adding a solution of LiOH.H2O (10.4 g) in H2O (250 mL) to 30% H2O2 (84 mL). After stirring for 1 h at 0° C. the excess peroxide was destroyed by the slow addition of a solution of Na2SO3 (103 g) in H2O (500 mL) (exothermic!). After removing most of the THF by evaporation the remaining solution was washed with CH2Cl2 twice to remov... Reactants: ClCCCl, O=C(O)C1CCC1, CCN(C(C)C)C(C)C, Cl, Cc1ccc(F)cc1C1NC(=O)CC(c2cc(Cl)ccc2OCCN)C12C(=O)Nc1cc(Cl)ccc12, CN(C)C=O, On1nnc2ccccc21. Yields the product Cc1ccc(F)cc1C1NC(=O)CC(c2cc(Cl)ccc2OCCNC(=O)C2CCC2)C12C(=O)Nc1cc(Cl)ccc12. As a reaction SMILES: [CH2:44]([Cl:45])[CH2:46][Cl:47].[CH:37]1([C:41](=[O:42])[OH:43])[CH2:38][CH2:39][CH2:40]1.[CH:59]([N:60]([CH2:61][CH3:62])[CH:63]([CH3:64])[CH3:65])([CH3:66])[CH3:67].[ClH:48].[NH2:1][CH2:2][CH2:3][O:4][c:5]1[c:6]([CH:12]2[CH2:13][C:14](=[O:36])[NH:15][CH:16]([c:28]3[c:29]([CH3:35])[cH:30][cH:31][c:32]([F:34])[cH:33]3)[C:17]23[C:18](=[O:27])[NH:19][c:20]2[cH:21][c:22]([Cl:26])[cH:23][cH:24][c:25]23)[cH:7][c:8]([Cl:11])[cH:9][cH:10]1.[O:68]=[CH:69][N:70]([CH3:71])[CH3:72].[OH:49][n:50]1[c:51]2[c:52]([cH:53][cH:54][cH:55][cH:56]2)[n:57][n:58]1>>[NH:1]([CH2:2][CH2:3][O:4][c:5]1[c:6]([CH:12]2[CH2:13][C:14](=[O:36])[NH:15][CH:16]([c:28]3[c:29]([CH3:35])[cH:30][cH:31][c:32]([F:34])[cH:33]3)[C:17]23[C:18](=[O:27])[NH:19][c:20]2[cH:21][c:22]([Cl:26])[cH:23][cH:24][c:25]23)[cH:7][c:8]([Cl:11])[cH:9][cH:10]1)[C:41]([CH:37]1[CH2:38][CH2:39][CH2:40]1)=[O:42]. The reactants are CCOC(=O)CC(c1ccccc1)n1ccc2cc(OCCONC(=N)N)ccc21, CO, Cl, O. The product is N=C(N)NOCCOc1ccc2c(ccn2C(CC(=O)O)c2ccccc2)c1. RXN SMILES: [CH2:1]([CH3:2])[O:3][C:4]([CH2:5][CH:6]([c:7]1[cH:8][cH:9][cH:10][cH:11][cH:12]1)[n:13]1[cH:14][cH:15][c:16]2[cH:17][c:18]([O:22][CH2:23][CH2:24][O:25][NH:26][C:27](=[NH:28])[NH2:29])[cH:19][cH:20][c:21]12)=[O:30].[CH3:33][OH:34].[ClH:31].[OH2:32]>>[O:3]=[C:4]([CH2:5][CH:6]([c:7]1[cH:8][cH:9][cH:10][cH:11][cH:12]1)[n:13]1[cH:14][cH:15][c:16]2[cH:17][c:18]([O:22][CH2:23][CH2:24][O:25][NH:26][C:27](=[NH:28])[NH2:29])[cH:19][cH:20][c:21]12)[OH:30]. Reactants: CCc1cnc(N2CCNCC2)c(C)c1, Cc1cc(C(=O)O)cnc1F. The product is CCc1cnc(N2CCN(C(=O)c3cnc(F)c(C)c3)CC2)c(C)c1. RXN SMILES: [CH2:12]([CH3:13])[c:14]1[cH:15][c:16]([CH3:26])[c:17]([N:20]2[CH2:21][CH2:22][NH:23][CH2:24][CH2:25]2)[n:18][cH:19]1.[F:1][c:2]1[n:3][cH:4][c:5]([C:6](=[O:7])[OH:8])[cH:9][c:10]1[CH3:11]>>[F:1][c:2]1[n:3][cH:4][c:5]([C:6](=[O:8])[N:23]2[CH2:22][CH2:21][N:20]([c:17]3[c:16]([CH3:26])[cH:15][c:14]([CH2:12][CH3:13])[cH:19][n:18]3)[CH2:25][CH2:24]2)[cH:9][c:10]1[CH3:11].